From a dataset of the Open Reaction Database (ORD), a public repository of structured organic reaction records. describe an organic reaction: reactants, conditions, products, and yield The reactants are C(C)C1C(CC(C(C(OC(C2CCCCN2C(C(C2(C(CC(C(C(CC(CC(=C1)C)C)OC)O2)OC)C)O)=O)=O)=O)C(=CC2CC(C(CC2)O[Si](C)(C)C(C)(C)C)OCC=C)C)C)O)=O (17-ethyl-1,14-dihydroxy-12-[2'-(4"-(tert-butyldimethylsiloxy)-3"-allyloxycyclohexyl)-1'-methylvinyl]-23,25-dimethoxy-13,19,21,27-tetramethyl-11,28-dioxa-4-azatricyclo[22.3.1.04,9 ]octacos-18-ene-2,3,10,16-tetraone), N1=C(C=CC=C1C)C (2,6-lutidine), FC(S(=O)(=O)O[Si](C)(C)C(C)(C)C)(F)F (tert-butyldimethylsilyl trifluoromethanesulfonate). Run in C(C)(=O)OCC (ethyl acetate), C(Cl)Cl (methylene chloride). Run at time 10 minute. Yields the product C(C)C1C(CC(C(C(OC(C2CCCCN2C(C(C2(C(CC(C(C(CC(CC(=C1)C)C)OC)O2)OC)C)O)=O)=O)=O)C(=CC2CC(C(CC2)O[Si](C)(C)C(C)(C)C)OCC=C)C)C)O[Si](C)(C)C(C)(C)C)=O (17-Ethyl-1-hydroxy-14-(tert-butyldimethylsiloxy)-12-[2'-(4"-(tert-butyldimethylsiloxy)-3"-allyloxycyclohexyl)-1'-methylvinyl]-23,25-dimethoxy-13,19,21,27-tetramethyl-11,28-dioxa-4-azatricyclo[22.3.1.04,9 ]octacos-18-ene-2,3,10,16-tetraone). RXN SMILES: [CH2:1]([CH:3]1[CH:29]=[C:28]([CH3:30])[CH2:27][CH:26]([CH3:31])[CH2:25][CH:24]([O:32][CH3:33])[CH:23]2[O:34][C:19]([OH:38])([CH:20]([CH3:37])[CH2:21][CH:22]2[O:35][CH3:36])[C:18](=[O:39])[C:17](=[O:40])[N:16]2[CH:11]([CH2:12][CH2:13][CH2:14][CH2:15]2)[C:10](=[O:41])[O:9][CH:8]([C:42]([CH3:62])=[CH:43][CH:44]2[CH2:49][CH2:48][CH:47]([O:50][Si:51]([C:54]([CH3:57])([CH3:56])[CH3:55])([CH3:53])[CH3:52])[CH:46]([O:58][CH2:59][CH:60]=[CH2:61])[CH2:45]2)[CH:7]([CH3:63])[CH:6]([OH:64])[CH2:5][C:4]1=[O:65])[CH3:2].N1C(C)=CC=CC=1C.FC(F)(F)S(O[Si:80]([C:83]([CH3:86])([CH3:85])[CH3:84])([CH3:82])[CH3:81])(=O)=O>C(Cl)Cl.C(OCC)(=O)C>[CH2:1]([CH:3]1[CH:29]=[C:28]([CH3:30])[CH2:27][CH:26]([CH3:31])[CH2:25][CH:24]([O:32][CH3:33])[CH:23]2[O:34][C:19]([OH:38])([CH:20]([CH3:37])[CH2:21][CH:22]2[O:35][CH3:36])[C:18](=[O:39])[C:17](=[O:40])[N:16]2[CH:11]([CH2:12][CH2:13][CH2:14][CH2:15]2)[C:10](=[O:41])[O:9][CH:8]([C:42]([CH3:62])=[CH:43][CH:44]2[CH2:49][CH2:48][CH:47]([O:50][Si:51]([C:54]([CH3:55])([CH3:57])[CH3:56])([CH3:53])[CH3:52])[CH:46]([O:58][CH2:59][CH:60]=[CH2:61])[CH2:45]2)[CH:7]([CH3:63])[CH:6]([O:64][Si:80]([C:83]([CH3:86])([CH3:85])[CH3:84])([CH3:82])[CH3:81])[CH2:5][C:4]1=[O:65])[CH3:2]. Reported procedure: To a solution of 17-ethyl-1,14-dihydroxy-12-[2'-(4"-(tert-butyldimethylsiloxy)-3"-allyloxycyclohexyl)-1'-methylvinyl]-23,25-dimethoxy-13,19,21,27-tetramethyl-11,28-dioxa-4-azatricyclo[22.3.1.04,9 ]octacos-18-ene-2,3,10,16-tetraone (165 mg) in dry methylene chloride (4 ml) was added an excess of 2,6-lutidine (41 μl) and the mixture was stirred at room temperature. After 10 minutes, tert-butyldimethylsilyl trifluoromethanesulfonate (49 μl) was added via syringe. After 1 hour the reaction mixture w... Starting materials: CC1=CC=CC=C1CBr (a-bromo-o-xylene), C=1(O)C(O)=CC=CC1 (catechol), [OH-].[K+] (KOH). Solvent: C(C)O (ethanol), C(C)O (ethanol). The product is CC1=C(C=CC=C1)COC1=C(C=CC=C1)O (2-(2-methylphenylmethoxy)phenol). RXN SMILES: [CH3:1][C:2]1[C:7]([CH2:8]Br)=[CH:6][CH:5]=[CH:4][CH:3]=1.[C:10]1([C:12](=[CH:14][CH:15]=[CH:16][CH:17]=1)[OH:13])[OH:11].[OH-].[K+]>C(O)C>[CH3:1][C:2]1[CH:3]=[CH:4][CH:5]=[CH:6][C:7]=1[CH2:8][O:11][C:10]1[CH:17]=[CH:16][CH:15]=[CH:14][C:12]=1[OH:13] |f:2.3|. Procedure: For the synthesis of I, 10.0 g of a-bromo-o-xylene were added to 5.95 g of catechol dissolved in 10 ml of absolute ethanol under nitrogen. KOH, 3.3 g dissolved in 50 ml of ethanol, was added dropwise over 30 min with stirring. The solution was then refluxed under nitrogen for 2 hours. The solution was filtered to remove KBr. The solution was cooled over night and filtered to remove di-substituted product. Ethanol was removed by rotary evaporation, and the oil was dissolved in 50 ml of chloroform...